Dataset: the Open Reaction Database (ORD), a public repository of structured organic reaction records. Task: describe an organic reaction: reactants, conditions, products, and yield The reactants are COC(=O)c1cc(-c2nnn[nH]2)ccc1OC, ClCCl, Cl, [Li+], C1CCOC1, [OH-], O. Yields the product COc1ccc(-c2nnn[nH]2)cc1C(=O)O. Reaction SMILES: [CH3:1][O:2][c:3]1[c:4]([C:5](=[O:6])[O:7][CH3:8])[cH:9][c:10](-[c:13]2[n:14][n:15][n:16][nH:17]2)[cH:11][cH:12]1.[Cl:27][CH2:28][Cl:29].[ClH:26].[Li+:18].[O:21]1[CH2:22][CH2:23][CH2:24][CH2:25]1.[OH-:19].[OH2:20]>>[CH3:1][O:2][c:3]1[c:4]([C:5](=[O:6])[OH:7])[cH:9][c:10](-[c:13]2[nH:14][n:15][n:16][n:17]2)[cH:11][cH:12]1. The reactants are C(C=C)[C@@H]1C[C@H](N2C1=NC=C(C2=O)N(C(=O)OCC2=CC=CC=C2)CC=C)C(=O)O ((6S,8R)-8-allyl-3-(allyl-benzyloxycarbonyl-amino)-4-oxo-4,6,7,8-tetrahydro-pyrrolo[1,2-a]pyrimidine-6-carboxylic acid), C(C=C)N(C(OCC1=CC=CC=C1)=O)C1=CN=C2N(C1=O)[C@@H](CC2(CC=C)CC=C)C(=O)N(C2=CC=CC=C2)C(=O)OC(C)(C)C (benzyl (S)-allyl-[8,8-diallyl-6-(tert-butoxycarbonyl-phenyl-aminocarbonyl)-4-oxo-4,6,7,8-tetrahydro-pyrrolo[1,2-a]pyrimidin-3-yl]-carbamate). Product: C(C=C)C1(C[C@H](N2C1=NC=C(C2=O)N(C(=O)OCC2=CC=CC=C2)CC=C)C(=O)O)CC=C ((S)-8,8-diallyl-3-(allyl-benzyloxycarbonyl-amino)-4-oxo-4,6,7,8-tetrahydro-pyrrolo[1,2-a]pyrimidine-6-carboxylic acid). Isolated yield 76.0%. RXN SMILES: [CH2:1]([C@H:4]1[C:8]2=[N:9][CH:10]=[C:11]([N:14]([CH2:25][CH:26]=[CH2:27])[C:15]([O:17][CH2:18][C:19]3[CH:24]=[CH:23][CH:22]=[CH:21][CH:20]=3)=[O:16])[C:12](=[O:13])[N:7]2[C@H:6]([C:28]([OH:30])=[O:29])[CH2:5]1)[CH:2]=[CH2:3].[CH2:31](N(C1C(=O)N2[C@H](C(N(C(OC(C)(C)C)=O)C3C=CC=CC=3)=O)CC(CC=C)(CC=C)C2=NC=1)C(=O)OCC1C=CC=CC=1)[CH:32]=[CH2:33]>>[CH2:1]([C:4]1([CH2:33][CH:32]=[CH2:31])[C:8]2=[N:9][CH:10]=[C:11]([N:14]([CH2:25][CH:26]=[CH2:27])[C:15]([O:17][CH2:18][C:19]3[CH:24]=[CH:23][CH:22]=[CH:21][CH:20]=3)=[O:16])[C:12](=[O:13])[N:7]2[C@H:6]([C:28]([OH:30])=[O:29])[CH2:5]1)[CH:2]=[CH2:3]. Procedure: According to the procedure for the preparation of 28d, 29c (372 mg, 0.595 mmol) afforded 202 mg (76%) of 29d. MS (ESI) 450.4 (M+H+), 448.2 (M−H+).